From a dataset of the Open Reaction Database (ORD), a public repository of structured organic reaction records. describe an organic reaction: reactants, conditions, products, and yield The reactants are N1CCC(CC1)NC(OC(C)(C)C)=O (tert-butyl N-(piperidin-4-yl)carbamate), [H-].[Na+] (sodium hydride), FC(S(=O)(=O)OCC(F)(F)F)(F)F (2,2,2-trifluoroethyl trifluoromethanesulfonate). Solvent: O1CCCC1 (tetrahydrofuran). Run at temperature 0 celsius, time 0.5 hour. Product: FC(CN1CCC(CC1)NC(OC(C)(C)C)=O)(F)F (tert-butyl N-[1-(2,2,2-trifluoroethyl)piperidin-4-yl]carbamate). As a reaction SMILES: [NH:1]1[CH2:6][CH2:5][CH:4]([NH:7][C:8](=[O:14])[O:9][C:10]([CH3:13])([CH3:12])[CH3:11])[CH2:3][CH2:2]1.[H-].[Na+].FC(F)(F)S(O[CH2:23][C:24]([F:27])([F:26])[F:25])(=O)=O>O1CCCC1>[F:25][C:24]([F:27])([F:26])[CH2:23][N:1]1[CH2:2][CH2:3][CH:4]([NH:7][C:8](=[O:14])[O:9][C:10]([CH3:11])([CH3:13])[CH3:12])[CH2:5][CH2:6]1 |f:1.2|. Procedure: Into a 50-mL 3-necked round-bottom flask, was placed tert-butyl N-(piperidin-4-yl)carbamate (2 g, 9.99 mmol, 1.00 equip), tetrahydrofuran (20 mL), To this was added sodium hydride (480 mg, 20.00 mmol, 2.00 equip) at 0° C. The resulting solution was stirred for 0.5 h at 0° C., and 2,2,2-trifluoroethyl trifluoromethanesulfonate (2.784 g, 11.99 mmol, 1.20 equip) was added. The resulting solution was stirred for 2 h at 0° C. The reaction was then quenched by the addition of water (100 mL). The resul... Reactants: C(C1=CC=CC=C1)(N)=NO (benzamide oxime), [N-]=C=O (isocyanate). Yields the product C(N)(=O)C1=C(C(N)=NO)C=CC=C1 (carbamyl benzamidoxime). Reaction SMILES: [C:1](=[N:9][OH:10])([NH2:8])[C:2]1[CH:7]=[CH:6][CH:5]=[CH:4][CH:3]=1.[N-:11]=[C:12]=[O:13]>>[C:12]([C:3]1[CH:4]=[CH:5][CH:6]=[CH:7][C:2]=1[C:1](=[N:9][OH:10])[NH2:8])(=[O:13])[NH2:11]. Procedure details: Alternatively, the benzamide oxime in Reaction 1 above is reacted with the isocyanate to produce the carbamyl benzamidoxime shown below: ##STR9## As a reaction SMILES: [C:14]([OH:15])([CH3:16])([CH3:17])[CH3:18].[C:1]([c:2]1[cH:3][cH:4][c:5]([C:6]#[N:7])[cH:8][cH:9]1)#[N:10].[Na+:12].[OH-:11].[OH2:13]>>[C:1]([c:2]1[cH:3][cH:4][c:5]([C:6](=[O:11])[OH:13])[cH:8][cH:9]1)#[N:10]. Reactants: CC(C)(C)O, N#Cc1ccc(C#N)cc1, [Na+], [OH-], O. The product is N#Cc1ccc(C(=O)O)cc1.